This data is from the Open Reaction Database (ORD), a public repository of structured organic reaction records. The task is: describe an organic reaction: reactants, conditions, products, and yield Starting materials: CC(C)(O)c1cc(Br)ccc1CO, C1COCCO1, O, O=S(=O)(O)O. Product: CC1(C)OCc2ccc(Br)cc21. As a reaction SMILES: [Br:6][c:7]1[cH:8][cH:9][c:10]([CH2:17][OH:18])[c:11]([C:13]([CH3:14])([CH3:15])[OH:16])[cH:12]1.[O:19]1[CH2:20][CH2:21][O:22][CH2:23][CH2:24]1.[OH2:25].[S:1](=[O:2])(=[O:3])([OH:4])[OH:5]>>[Br:6][c:7]1[cH:8][cH:9][c:10]2[c:11]([cH:12]1)[C:13]([CH3:14])([CH3:15])[O:18][CH2:17]2.